Task: describe an organic reaction: reactants, conditions, products, and yield. Dataset: the Open Reaction Database (ORD), a public repository of structured organic reaction records Starting materials: O=C(O)Cc1ccc(F)cc1, CC(NC(=O)Cc1ccccc1)C(=O)NC1C(=O)Nc2ccccc2OC1c1ccccc1. Yields the product CC(NC(=O)Cc1ccc(F)cc1)C(=O)NC1C(=O)Nc2ccccc2OC1c1ccccc1. Reaction SMILES: [F:34][c:35]1[cH:36][cH:37][c:38]([CH2:39][C:40]([OH:41])=[O:42])[cH:43][cH:44]1.[O:1]=[C:2]1[CH:3]([NH:19][C:20]([CH:21]([NH:22][C:23]([CH2:24][c:25]2[cH:26][cH:27][cH:28][cH:29][cH:30]2)=[O:31])[CH3:32])=[O:33])[CH:4]([c:13]2[cH:14][cH:15][cH:16][cH:17][cH:18]2)[O:5][c:6]2[c:7]([cH:9][cH:10][cH:11][cH:12]2)[NH:8]1>>[O:1]=[C:2]1[CH:3]([NH:19][C:20]([CH:21]([NH:22][C:23]([CH2:24][c:25]2[cH:26][cH:27][c:28]([F:34])[cH:29][cH:30]2)=[O:31])[CH3:32])=[O:33])[CH:4]([c:13]2[cH:14][cH:15][cH:16][cH:17][cH:18]2)[O:5][c:6]2[c:7]([cH:9][cH:10][cH:11][cH:12]2)[NH:8]1. The reactants are C1CCOC1, CCCCCC, CC(C)[N-]C(C)C, [Li+]. Product: CC(C)NC(C)C, [Li]CCCC. As a reaction SMILES: [CH2:9]1[CH2:10][CH2:11][CH2:12][O:13]1.[CH3:14][CH2:15][CH2:16][CH2:17][CH2:18][CH3:19].[CH:1]([CH3:2])([CH3:3])[N-:4][CH:5]([CH3:6])[CH3:7].[Li+:8]>>[CH:1]([CH3:2])([CH3:3])[NH:4][CH:5]([CH3:6])[CH3:7].[Li:8][CH2:12][CH2:11][CH2:10][CH3:9]. The reactants are ClC1=CC=C(C=O)C=C1 (4-chlorobenzaldehyde), [C-]#N.[Na+] (sodium cyanide), C(C=C)(=O)OC (methyl acrylate), O (water). Solvent: CN(C=O)C (dimethylformamide), CN(C)C=O (DMF), CN(C)C=O (DMF). Procedure details: A solution of 4-chlorobenzaldehyde (23.4 g) in dry dimethylformamide (DMF: 100 ml) was added over 10 minutes to a stirred mixture of sodium cyanide (4.0 g) and dry DMF (200 ml). After 5 minutes a solution of methyl acrylate (10.75 g) in dry DMF (100 ml) was added to the reaction mixture over 20 minutes. The temperature of the reaction mixture was maintained at 35° C. throughout both additions and then for a further 3 hours before it was poured into water and extracted with diethyl ether. The ext... Reaction conditions: temperature 35 celsius. Product: ClC1=CC=C(C(=O)CCC(=O)OC)C=C1 (methyl 3-(4-chlorobenzoyl)propanoate). RXN SMILES: [Cl:1][C:2]1[CH:9]=[CH:8][C:5]([CH:6]=[O:7])=[CH:4][CH:3]=1.[C-]#N.[Na+].[C:13]([O:17][CH3:18])(=[O:16])[CH:14]=[CH2:15].O>CN(C)C=O>[Cl:1][C:2]1[CH:9]=[CH:8][C:5]([C:6]([CH2:15][CH2:14][C:13]([O:17][CH3:18])=[O:16])=[O:7])=[CH:4][CH:3]=1 |f:1.2|. Isolated yield 86.2%. Starting materials: O=C(Cl)C(=O)Cl, C1CCOC1, COc1ccc2c(c1)C(CC(=O)O)=C(C)C2=Cc1ccc(S(C)(=O)=O)cc1. Yields the product COc1ccc2c(c1)C(CCO)=C(C)C2=Cc1ccc(S(C)(=O)=O)cc1. As a reaction SMILES: [C:28]([Cl:29])(=[O:30])[C:31]([Cl:32])=[O:33].[CH2:34]1[O:35][CH2:36][CH2:37][CH2:38]1.[CH3:1][O:2][c:3]1[cH:4][c:5]2[c:9]([cH:10][cH:11]1)[C:8](=[CH:12][c:13]1[cH:14][cH:15][c:16]([S:19](=[O:20])(=[O:21])[CH3:22])[cH:17][cH:18]1)[C:7]([CH3:23])=[C:6]2[CH2:24][C:25](=[O:26])[OH:27]>>[CH3:1][O:2][c:3]1[cH:4][c:5]2[c:9]([cH:10][cH:11]1)[C:8](=[CH:12][c:13]1[cH:14][cH:15][c:16]([S:19](=[O:20])(=[O:21])[CH3:22])[cH:17][cH:18]1)[C:7]([CH3:23])=[C:6]2[CH2:24][CH2:25][OH:26]. The reactants are [Li]CCCC (n-BuLi), [Br-].C1(CCCC1)OC=1C=C(C=CC1OC)C[P+](C1=CC=CC=C1)(C1=CC=CC=C1)C1=CC=CC=C1 ([[3-(cyclopentyloxy)-4-methoxyphenyl]methyl]triphenylphosphonium bromide), O1CCCC1 (tetrahydrofuran), CC=1N(C2=C(C=NC=C2)N1)C1=CC=C(C=O)C=C1 (4-(2-methyl-1H-imidazo[4,5-c]pyridin-1-yl)benzaldehyde), O1CCCC1 (tetrahydrofuran). Run at temperature 0 celsius. Product: C1(CCCC1)OC=1C=C(C=CC1OC)C=CC1=C(C=CC=C1)C1=NC=CC2=C1N=C(N2)C (4-[2-[3-(Cyclopentyloxy)-4-methoxyphenyl]-ethenylphenyl]-2-methyl-1H-imidazo[4,5-c]pyridine). RXN SMILES: [Br-].[CH:2]1([O:7][C:8]2[CH:9]=[C:10]([CH2:16][P+](C3C=CC=CC=3)(C3C=CC=CC=3)C3C=CC=CC=3)[CH:11]=[CH:12][C:13]=2[O:14][CH3:15])[CH2:6][CH2:5][CH2:4][CH2:3]1.[Li][CH2:37][CH2:38][CH2:39][CH3:40].[CH3:41][C:42]1[N:43](C2C=CC(C=O)=CC=2)[C:44]2[CH:49]=[CH:48][N:47]=C[C:45]=2[N:50]=1.O1[CH2:63][CH2:62][CH2:61][CH2:60]1>>[CH:2]1([O:7][C:8]2[CH:9]=[C:10]([CH:16]=[CH:40][C:39]3[CH:63]=[CH:62][CH:61]=[CH:60][C:38]=3[C:37]3[C:45]4[N:50]=[C:42]([CH3:41])[NH:43][C:44]=4[CH:49]=[CH:48][N:47]=3)[CH:11]=[CH:12][C:13]=2[O:14][CH3:15])[CH2:3][CH2:4][CH2:5][CH2:6]1 |f:0.1|. Reported procedure: To a stirred suspension of (1.74 g, 3.13 mmol, 1.2 eq) [[3-(cyclopentyloxy)-4-methoxyphenyl]methyl]triphenylphosphonium bromide in 20 ml dry tetrahydrofuran at -50° C. was added (1.1 ml, 2.78 mmol, 1.1 eq) of 2.5M n-BuLi. The mixture was warmed to 0° C. over 1 hour, cooled to -78° C., and a solution of (600 mg, 2.53 mmol, 1.0 eq)-4-(2-methyl-1H-imidazo[4,5-c]pyridin-1-yl)benzaldehyde in 20 ml dry tetrahydrofuran was added dropwise over 10 minutes. The reaction mixture was allowed to warm to room... The reactants are O=C1CN(C(=O)OCc2ccccc2)CCN1, C=CCI, C1CCOC1, [H-], [Na+]. The product is C=CCN1CCN(C(=O)OCc2ccccc2)CC1=O. RXN SMILES: [CH2:1]([c:2]1[cH:3][cH:4][cH:5][cH:6][cH:7]1)[O:8][C:9](=[O:10])[N:11]1[CH2:12][C:13](=[O:17])[NH:14][CH2:15][CH2:16]1.[CH2:20]([CH:21]=[CH2:22])[I:23].[CH2:24]1[O:25][CH2:26][CH2:27][CH2:28]1.[H-:18].[Na+:19]>>[CH2:1]([c:2]1[cH:3][cH:4][cH:5][cH:6][cH:7]1)[O:8][C:9](=[O:10])[N:11]1[CH2:12][C:13](=[O:17])[N:14]([CH2:22][CH:21]=[CH2:20])[CH2:15][CH2:16]1. Reactants: [N+](=O)([O-])C1=CC=C(C=C2CCNCC2)C=C1 (4-(4-nitrobenzylidene)piperidine), C([O-])([O-])=O.[K+].[K+] (potassium carbonate), BrCC1=CC=C(C=C1)C(C(F)(F)F)(C(F)(F)F)O (2-(4-(bromomethyl)phenyl)-1,1,1,3,3,3-hexafluoropropan-2-ol). The solvent is C(C)#N (acetonitrile), C(C)#N (acetonitrile). Conditions: time 5 hour. The product is FC(C(C(F)(F)F)(O)C1=CC=C(C=C1)CN1CCC(CC1)=CC1=CC=C(C=C1)[N+](=O)[O-])(F)F (1,1,1,3,3,3-Hexafluoro-2-(4-((4-(4-nitrobenzylidene)piperidin-1-yl)methyl)phenyl)propan-2-ol). The yield is 64.6%. As a reaction SMILES: [N+:1]([C:4]1[CH:16]=[CH:15][C:7]([CH:8]=[C:9]2[CH2:14][CH2:13][NH:12][CH2:11][CH2:10]2)=[CH:6][CH:5]=1)([O-:3])=[O:2].C(=O)([O-])[O-].[K+].[K+].Br[CH2:24][C:25]1[CH:30]=[CH:29][C:28]([C:31]([OH:40])([C:36]([F:39])([F:38])[F:37])[C:32]([F:35])([F:34])[F:33])=[CH:27][CH:26]=1>C(#N)C>[F:33][C:32]([F:34])([F:35])[C:31]([C:28]1[CH:29]=[CH:30][C:25]([CH2:24][N:12]2[CH2:11][CH2:10][C:9](=[CH:8][C:7]3[CH:6]=[CH:5][C:4]([N+:1]([O-:3])=[O:2])=[CH:16][CH:15]=3)[CH2:14][CH2:13]2)=[CH:26][CH:27]=1)([OH:40])[C:36]([F:37])([F:39])[F:38] |f:1.2.3|. Procedure: To a stirred mixture of 4-(4-nitrobenzylidene)piperidine (23.83 mmol, 5.2 g) and potassium carbonate (31.0 mmol, 4.28 g) in acetonitrile was added a solution of 2-(4-(bromomethyl)phenyl)-1,1,1,3,3,3-hexafluoropropan-2-ol (23.83 mmol, 8.03 g) in acetonitrile. The reaction was stirred for 5 hours then was concentrated under reduced pressure. Dichloromethane was added and the reaction was filtered. The filtrate was chromatographed on silica (eluting with a gradient of dichloromethane to dichloromet... The reactants are O=C([O-])[O-], CCOC(=O)Cc1cn(Cc2ccccc2)nc1O, CN(C)C=O, Cc1oc(-c2ccccc2)nc1COc1ccc(CCl)cc1, [K+], [K+], O. The product is CCOC(=O)Cc1cn(Cc2ccccc2)nc1OCc1ccc(OCc2nc(-c3ccccc3)oc2C)cc1. As a reaction SMILES: [C:42](=[O:43])([O-:44])[O-:45].[CH2:1]([c:2]1[cH:3][cH:4][cH:5][cH:6][cH:7]1)[n:8]1[n:9][c:10]([OH:19])[c:11]([CH2:13][C:14](=[O:15])[O:16][CH2:17][CH3:18])[cH:12]1.[CH3:48][N:49]([CH3:50])[CH:51]=[O:52].[Cl:20][CH2:21][c:22]1[cH:23][cH:24][c:25]([O:26][CH2:27][c:28]2[n:29][c:30](-[c:34]3[cH:35][cH:36][cH:37][cH:38][cH:39]3)[o:31][c:32]2[CH3:33])[cH:40][cH:41]1.[K+:46].[K+:47].[OH2:53]>>[CH2:1]([c:2]1[cH:3][cH:4][cH:5][cH:6][cH:7]1)[n:8]1[n:9][c:10]([O:19][CH2:21][c:22]2[cH:23][cH:24][c:25]([O:26][CH2:27][c:28]3[n:29][c:30](-[c:34]4[cH:35][cH:36][cH:37][cH:38][cH:39]4)[o:31][c:32]3[CH3:33])[cH:40][cH:41]2)[c:11]([CH2:13][C:14](=[O:15])[O:16][CH2:17][CH3:18])[cH:12]1. Starting materials: CC1=CC=C(C=C1)CCC[C@@H](C(=O)O)[C@H](C)NOC1OCCCC1 ((2R,3S)-2-(3-(4-methylphenyl)-1-propyl)-3-(2-tetrahydropyranyloxyamino)butanoic acid), C(C)(=O)OC=O (formic acetic anhydride). Run in N1=CC=CC=C1 (pyridine). Run at temperature 25 celsius, time 3 hour. Product: CC1=CC=C(C=C1)CCC[C@@H](C(=O)O)[C@H](C)N(OC1OCCCC1)C=O ((2R,3S)-2-(3-(4-methylphenyl)-1-propyl)-3-(formyl-2-tetrahydropyranyloxyamino)butanoic acid). Isolated yield 97.0%. Reaction SMILES: [CH3:1][C:2]1[CH:7]=[CH:6][C:5]([CH2:8][CH2:9][CH2:10][C@H:11]([C@@H:15]([NH:17][O:18][CH:19]2[CH2:24][CH2:23][CH2:22][CH2:21][O:20]2)[CH3:16])[C:12]([OH:14])=[O:13])=[CH:4][CH:3]=1.[C:25](OC=O)(=[O:27])C>N1C=CC=CC=1>[CH3:1][C:2]1[CH:3]=[CH:4][C:5]([CH2:8][CH2:9][CH2:10][C@H:11]([C@@H:15]([N:17]([CH:25]=[O:27])[O:18][CH:19]2[CH2:24][CH2:23][CH2:22][CH2:21][O:20]2)[CH3:16])[C:12]([OH:14])=[O:13])=[CH:6][CH:7]=1. Procedure: To a solution of (2R,3S)-2-(3-(4-methylphenyl)-1-propyl)-3-(2-tetrahydropyranyloxyamino)butanoic acid (114 mg, 0.34 mmol) in pyridine (2 mL) at 0° C. is added formic acetic anhydride (0.3 mL). The resulting solution is allowed to warm to 25° C., stirred for 3 h, and then concentrated to dryness under reduced pressure. The resulting gum is dissolved in ethyl acetate (30 mL) and washed sequentially with 1 M hydrochloric acid (20 mL) and saturated aqueous sodium chloride solution. The organic layer...